From a dataset of the Open Reaction Database (ORD), a public repository of structured organic reaction records. describe an organic reaction: reactants, conditions, products, and yield The reactants are O(C1=CC=CC=C1)CC(C(C)(C)C)=O (1Phenoxy-3,3-dimethyl-butan-2-one), C=O (formaldehyde), [OH-].[Na+] (sodium hydroxide). Run in C(C)O (ethanol). Product: OCC(C(C(C)(C)C)=O)OC1=CC=CC=C1 (1 -hydroxy-2-phenoxy-4,4-dimethyl-pentan-3-one). Yield: 65.2%. RXN SMILES: [O:1]([CH2:8][C:9](=[O:14])[C:10]([CH3:13])([CH3:12])[CH3:11])[C:2]1[CH:7]=[CH:6][CH:5]=[CH:4][CH:3]=1.[CH2:15]=[O:16].[OH-].[Na+]>C(O)C>[OH:16][CH2:15][CH:8]([O:1][C:2]1[CH:7]=[CH:6][CH:5]=[CH:4][CH:3]=1)[C:9](=[O:14])[C:10]([CH3:11])([CH3:13])[CH3:12] |f:2.3|. Procedure: 1Phenoxy-3,3-dimethyl-butan-2-one (192.2 g, 1.0 mol) prepared according to German Offenlegungsschrift, i.e., (German Published Specification No. 2,105,490; Example 3) and having a boiling point of 75°-83°C at 0.08 atmospheres is dissolved in ethanol (800 ml) and a 30% formaldehyde solution (240 ml, 2.4 mols) is added. A 10% sodium hydroxide solution (5 ml) is then added until the pH is 9. The reaction mixture is heated for 4 hours reflux and the solvent is distilled off in vacuo. The resulting p... Starting materials: C1(CCCCC1)CCNC(=O)C=1OC2=C(C1C)C(=CC=C2)OCCCBr (4-(3-Bromo-propoxy)-3-methyl-benzofuran-2-carboxylic acid (2-cyclohexyl-ethyl)-amide), N1=CC(=CC=C1)CN (3-picolyl amine). Run in CN1C(CCC1)=O (1-methylpyrrolidone), C(C)(=O)OCC (ethyl acetate). Reaction conditions: temperature 100 celsius. Product: C1(CCCCC1)CCNC(=O)C=1OC2=C(C1C)C(=CC=C2)OCCCNCC=2C=NC=CC2 (3-methyl-4-{3-[(pyridin-3-ylmethyl)-amino]-propoxy}-benzofuran-2-carboxylic acid (2-cyclohexyl-ethyl)-amide). RXN SMILES: [CH:1]1([CH2:7][CH2:8][NH:9][C:10]([C:12]2[O:13][C:14]3[CH:21]=[CH:20][CH:19]=[C:18]([O:22][CH2:23][CH2:24][CH2:25]Br)[C:15]=3[C:16]=2[CH3:17])=[O:11])[CH2:6][CH2:5][CH2:4][CH2:3][CH2:2]1.[N:27]1[CH:32]=[CH:31][CH:30]=[C:29]([CH2:33][NH2:34])[CH:28]=1>CN1CCCC1=O.C(OCC)(=O)C>[CH:1]1([CH2:7][CH2:8][NH:9][C:10]([C:12]2[O:13][C:14]3[CH:21]=[CH:20][CH:19]=[C:18]([O:22][CH2:23][CH2:24][CH2:25][NH:34][CH2:33][C:29]4[CH:28]=[N:27][CH:32]=[CH:31][CH:30]=4)[C:15]=3[C:16]=2[CH3:17])=[O:11])[CH2:6][CH2:5][CH2:4][CH2:3][CH2:2]1. Procedure details: 4-(3-Bromo-propoxy)-3-methyl-benzofuran-2-carboxylic acid (2-cyclohexyl-ethyl)-amide (100 mg) and 3-picolyl amine (250 μl) were dissolved in 1-methylpyrrolidone (2 ml) and heated at 100° C. for two hours. The reaction mixture was dissolved in ethyl acetate and washed with saturated ammonium chloride solution and water. The organic solvent was dried over anhydrous sodium sulfate and evaporated to dryness. The residue was purified by silica gel column chromatography (dichloromethane-MeOH) to affor... Starting materials: NC(=N)N (guanidine), C(C)OC(=O)C1OC2=C(O1)C=C(C(=C2)Cl)S(=O)(=O)C2=CC=C(C=C2)Cl (5-chloro-6-(4-chlorophenylsulphonyl)-1,3-benzodioxole-2-carboxylic acid ethyl ester), O (water). Run in CN(C=O)C (dimethylformamide). Conditions: time 2 hour. Yields the product ClC1=CC2=C(OC(O2)C(=O)O)C=C1S(=O)(=O)C1=CC=C(C=C1)Cl (5-chloro-6-(4-chlorophenylsulphonyl)-1,3-benzodioxole-2-carboxylic acid). Reaction SMILES: C([O:3][C:4]([CH:6]1[O:10][C:9]2[CH:11]=[C:12]([S:16]([C:19]3[CH:24]=[CH:23][C:22]([Cl:25])=[CH:21][CH:20]=3)(=[O:18])=[O:17])[C:13]([Cl:15])=[CH:14][C:8]=2[O:7]1)=[O:5])C.NC(N)=N.O>CN(C)C=O>[Cl:15][C:13]1[C:12]([S:16]([C:19]2[CH:24]=[CH:23][C:22]([Cl:25])=[CH:21][CH:20]=2)(=[O:18])=[O:17])=[CH:11][C:9]2[O:10][CH:6]([C:4]([OH:5])=[O:3])[O:7][C:8]=2[CH:14]=1. Procedure: 3.88 g (0.0069 mol) of 5-chloro-6-(4-chlorophenylsulphonyl)-1,3-benzodioxole-2-carboxylic acid ethyl ester are dissolved in 20 ml of dimethylformamide and are added to 0.71 g (0.012 mol) of guanidine at room temperature. The mixture is stirred for 2 hours at room temperature, then poured out onto 200 ml of water. After stirring for 1/2 hour, a crystalline suspension has formed. This is filtered, washed with water, and the crude product is dried in a vacuum drying chamber at 30°-40°. The crude pr... Starting materials: NC(C(O)C1=CC=C(C=C1)OCC1=CC=CC=C1)CC1=CC(=CC=C1)OC(C(F)F)(F)F ((1RS,2SR)-2-amino-1-[4-(benzyloxy)phenyl]-3-[3-(1,1,2,2-tetrafluoroethoxy)phenyl]-propan-1-ol). Reagents/catalysts: [Pd] (palladium/carbon). Run in C(C)O (ethanol). Conditions: time 8 hour. Yields the product NC(C(O)C1=CC=C(C=C1)O)CC1=CC(=CC=C1)OC(C(F)F)(F)F (4-{(1RS,2SR)-2-amino-1-hydroxy-3-[3-(1,1,2,2-tetrafluoroethoxy)phenyl]propyl}phenol). Reaction SMILES: [NH2:1][CH:2]([CH2:19][C:20]1[CH:25]=[CH:24][CH:23]=[C:22]([O:26][C:27]([F:32])([F:31])[CH:28]([F:30])[F:29])[CH:21]=1)[CH:3]([C:5]1[CH:10]=[CH:9][C:8]([O:11]CC2C=CC=CC=2)=[CH:7][CH:6]=1)[OH:4]>C(O)C.[Pd]>[NH2:1][CH:2]([CH2:19][C:20]1[CH:25]=[CH:24][CH:23]=[C:22]([O:26][C:27]([F:31])([F:32])[CH:28]([F:29])[F:30])[CH:21]=1)[CH:3]([C:5]1[CH:10]=[CH:9][C:8]([OH:11])=[CH:7][CH:6]=1)[OH:4]. Procedure: To a solution of (1RS,2SR)-2-amino-1-[4-(benzyloxy)phenyl]-3-[3-(1,1,2,2-tetrafluoroethoxy)phenyl]-propan-1-ol (2.60 g, 5.79 mmol) in ethanol (20 ml) was added 10% palladium/carbon (containing water by 50%, 260 mg), and the mixture was stirred overnight under a hydrogen stream. The catalyst was removed from the reaction solution using celite, and the filtrate was concentrated. The residue was purified neutral alumina column chromatography (ethanol) to give the objective substance (0.80 g, 39%) a... The reactants are C1CCOC1, CNc1ccc(C(=O)N2CC3(C)CC2CC(C)(C)C3)cc1, O=C(Cl)CCl. Product: CN(C(=O)CCl)c1ccc(C(=O)N2CC3(C)CC2CC(C)(C)C3)cc1. Reaction SMILES: [CH2:27]1[O:28][CH2:29][CH2:30][CH2:31]1.[CH3:1][NH:2][c:3]1[cH:4][cH:5][c:6]([C:9](=[O:10])[N:11]2[CH:12]3[CH2:13][C:14]([CH3:20])([CH3:21])[CH2:15][C:16]([CH3:19])([CH2:17]2)[CH2:18]3)[cH:7][cH:8]1.[Cl:22][CH2:23][C:24](=[O:25])[Cl:26]>>[CH3:1][N:2]([c:3]1[cH:4][cH:5][c:6]([C:9](=[O:10])[N:11]2[CH:12]3[CH2:13][C:14]([CH3:20])([CH3:21])[CH2:15][C:16]([CH3:19])([CH2:17]2)[CH2:18]3)[cH:7][cH:8]1)[C:24]([CH2:23][Cl:22])=[O:25]. Starting materials: COCCNC(=O)c1cnc(CNC(=O)OC(C)(C)C)c2cc(OC)c(OC)cc12, CCOCC, Cl, C1COCCO1. Product: COCCNC(=O)c1cnc(CN)c2cc(OC)c(OC)cc12. Reaction SMILES: [C:1]([O:2][C:3](=[O:4])[NH:7][CH2:8][c:9]1[n:10][cH:11][c:12]([C:23]([NH:24][CH2:25][CH2:26][O:27][CH3:28])=[O:29])[c:13]2[cH:14][c:15]([O:21][CH3:22])[c:16]([O:19][CH3:20])[cH:17][c:18]12)([CH3:5])([CH3:6])[CH3:30].[CH3:32][CH2:33][O:34][CH2:35][CH3:36].[ClH:31].[O:37]1[CH2:38][CH2:39][O:40][CH2:41][CH2:42]1>>[NH2:7][CH2:8][c:9]1[n:10][cH:11][c:12]([C:23]([NH:24][CH2:25][CH2:26][O:27][CH3:28])=[O:29])[c:13]2[cH:14][c:15]([O:21][CH3:22])[c:16]([O:19][CH3:20])[cH:17][c:18]12.